This data is from the Open Reaction Database (ORD), a public repository of structured organic reaction records. The task is: describe an organic reaction: reactants, conditions, products, and yield Reactants: C12(CC3CC(CC(C1)C3)C2)NC2=NC(=NC(=C2)Cl)Cl (4-(1-Adamantylamino)-2,6-dichloropyrimidine), N1CCCC1 (pyrrolidine). Yields the product C12(CC3CC(CC(C1)C3)C2)NC2=NC(=NC(=C2)Cl)N2CCCC2 (4-(1-adamantylamino)-6-chloro-2-pyrrolidinopyrimidine). As a reaction SMILES: [C:1]12([NH:11][C:12]3[CH:17]=[C:16]([Cl:18])[N:15]=[C:14](Cl)[N:13]=3)[CH2:10][CH:5]3[CH2:6][CH:7]([CH2:9][CH:3]([CH2:4]3)[CH2:2]1)[CH2:8]2.[NH:20]1[CH2:24][CH2:23][CH2:22][CH2:21]1>>[C:1]12([NH:11][C:12]3[CH:17]=[C:16]([Cl:18])[N:15]=[C:14]([N:20]4[CH2:24][CH2:23][CH2:22][CH2:21]4)[N:13]=3)[CH2:8][CH:7]3[CH2:9][CH:3]([CH2:4][CH:5]([CH2:6]3)[CH2:10]1)[CH2:2]2. Reported procedure: 4-(1-Adamantylamino)-2,6-dichloropyrimidine is reacted with pyrrolidine as described in Example 12 to obtain the title product in a yield of 80.2%, m.p.: 186°-190° C. Isolated yield 80.2%. Isolated yield 19.5%. The reactants are NC1=NC(=C2NC=NC2=N1)N (2,6-Diaminopurine), O (water), C([O-])([O-])=O.[K+].[K+] (potassium carbonate), C(C1=CC=CC=C1)Br (Benzyl bromide). Solvent: CN(C)C=O (DMF). Conditions: time 5 hour. Product: NC1=NC(=C2N=CN(C2=N1)CC1=CC=CC=C1)N (2,6-Diamino-9-benzylpurine). Procedure details: 2,6-Diaminopurine (5.00 g, 33.3 mmol) and potassium carbonate (6.91 g, 50.0 mmol) were suspended in DMF (250 ml). Benzyl bromide (8.55 g, 50 mmol) was added thereto and the mixture was stirred at room temperature for 5 hours. After condensing the reaction mixture in vacuo, to the residue was added water and the mixture was extracted with chloroform. The organic layer was dried on sodium sulfate, filtered and the solvent in the filtrate was evaporated in vacuo. The residue was purified with silic... Reaction SMILES: [NH2:1][C:2]1[N:10]=[C:9]2[C:5]([NH:6][CH:7]=[N:8]2)=[C:4]([NH2:11])[N:3]=1.C(=O)([O-])[O-].[K+].[K+].[CH2:18](Br)[C:19]1[CH:24]=[CH:23][CH:22]=[CH:21][CH:20]=1.O>CN(C=O)C>[NH2:1][C:2]1[N:10]=[C:9]2[C:5]([N:6]=[CH:7][N:8]2[CH2:18][C:19]2[CH:24]=[CH:23][CH:22]=[CH:21][CH:20]=2)=[C:4]([NH2:11])[N:3]=1 |f:1.2.3|. The reactants are ClC1=CC=C(C=CC)C=C1 (p-chloro-methylstyrene), II (iodine), [Mg] (magnesium), [Mg] (magnesium), Cl[Si](C)(C)C (chlorotrimethylsilane), ClC1=CC=C(C(=C)C)C=C1 (p-chloro-α-methylstyrene). The solvent is C1CCOC1 (THF), O (water), C1CCOC1 (THF), C1CCOC1 (THF). Run at temperature 40 celsius. The product is C[Si](C1=CC=C(C(=C)C)C=C1)(C)C (para-trimethylsilyl-α-methylstyrene). Reaction SMILES: [Mg].ClC1C=CC(C=CC)=CC=1.II.Cl[C:15]1[CH:23]=[CH:22][C:18]([C:19]([CH3:21])=[CH2:20])=[CH:17][CH:16]=1.Cl[Si:25]([CH3:28])([CH3:27])[CH3:26]>C1COCC1.O>[CH3:26][Si:25]([CH3:28])([CH3:27])[C:15]1[CH:23]=[CH:22][C:18]([C:19]([CH3:21])=[CH2:20])=[CH:17][CH:16]=1. Procedure: Placing 2 g (83 mmol) of dry magnesium into a 250 mL flask equipped with a condenser, a dropping funnel and a magnetic stirrer, the reaction was carried out in a nitrogen atmosphere. The magnesium was initially activated by adding 1 mL of p-chloro-methylstyrene (Aldrich, Germany) with 0.5 g iodine in 5 mL THF at 50° C. for a period of 30 minutes. Into the mixture a solution of 11 g (72 mmol) of p-chloro-α-methylstyrene in 50 mL THF was dropped over a period of 12 hours under reflux. The reaction...